From a dataset of the Open Reaction Database (ORD), a public repository of structured organic reaction records. describe an organic reaction: reactants, conditions, products, and yield Reactants: CCO, [Cl-], COC(=O)c1cccc([N+](=O)[O-])c1Cl, Cl, [Na+], [OH-]. The product is COC(=O)c1cccc(N)c1Cl. As a reaction SMILES: [CH3:19][CH2:20][OH:21].[Cl-:1].[Cl:2][c:3]1[c:4]([C:5](=[O:6])[O:7][CH3:8])[cH:9][cH:10][cH:11][c:12]1[N+:13]([O-:14])=[O:15].[ClH:18].[Na+:17].[OH-:16]>>[Cl:2][c:3]1[c:4]([C:5](=[O:6])[O:7][CH3:8])[cH:9][cH:10][cH:11][c:12]1[NH2:13]. Starting materials: CCOC(=O)C1CCc2[nH]c3ccc(F)cc3c2C1, CCO, Cl, [K+], [OH-], O. The product is O=C(O)C1CCc2[nH]c3ccc(F)cc3c2C1. Reaction SMILES: [CH2:1]([CH3:2])[O:3][C:4](=[O:5])[CH:6]1[CH2:7][CH2:8][c:9]2[nH:10][c:11]3[cH:12][cH:13][c:14]([F:19])[cH:15][c:16]3[c:17]2[CH2:18]1.[CH3:24][CH2:25][OH:26].[ClH:22].[K+:21].[OH-:20].[OH2:23]>>[O:3]=[C:4]([OH:5])[CH:6]1[CH2:7][CH2:8][c:9]2[nH:10][c:11]3[cH:12][cH:13][c:14]([F:19])[cH:15][c:16]3[c:17]2[CH2:18]1.